The task is: describe an organic reaction: reactants, conditions, products, and yield. This data is from the Open Reaction Database (ORD), a public repository of structured organic reaction records. The reactants are C[N+](C)(C)CC(CC(=O)[O-])O.Cl (DL-carnitine chloride), C[N+](C)(C)CC(CC(=O)O)O.[Cl-] (L-carnitine chloride), O[C@H](C[N+](C)(C)C)CC([O-])=O.[Cl-] (D-carnitine chloride). Run at time 69 hour. The product is O[C@@H](C[N+](C)(C)C)CC([O-])=O (L-carnitine). The yield is 23.0%. As a reaction SMILES: [CH3:1][N+:2]([CH2:5][CH:6]([OH:11])[CH2:7][C:8]([O-:10])=[O:9])([CH3:4])[CH3:3].Cl.O[C@@H](CC(=O)[O-])C[N+](C)(C)C.[Cl-]>>[OH:11][C@H:6]([CH2:7][C:8](=[O:9])[O-:10])[CH2:5][N+:2]([CH3:4])([CH3:1])[CH3:3] |f:0.1,2.3|. Reported procedure: The procedure of Example 2c was followed except that the concentration of DL-carnitine chloride for the F-2 stage was 50 g/l, which consisted of 3 parts of L-carnitine chloride and 7 parts D-carnitine chloride in 250 ml of medium B held in a two liter Erlenmeyer flask. After incubation with A. calcoaceticus ATCC 39647 for 69 hours (F-2 stage), 50 ml of the broth was centrifuged (9000×6 for 20 minutes) to remove the cells. The supernatant was evaporated to dryness in vacuo and the residue was ext... The reactants are C=Cc1ccccc1-n1c(N2CCN(C(=O)OC(C)(C)C)CC2)nc2c1c(=O)n(COC(=O)C(C)(C)C)c(=O)n2CC(=O)OCC, CO, CCOC(C)=O, [H-], [Na+], C1CCOC1. The product is C=Cc1ccccc1-n1c(N2CCN(C(=O)OC(C)(C)C)CC2)nc2c1c(=O)[nH]c(=O)n2CC(=O)OCC. Reaction SMILES: [C:1]([CH3:2])([CH3:3])([CH3:4])[O:5][C:6](=[O:7])[N:8]1[CH2:9][CH2:10][N:11]([c:14]2[n:15][c:16]3[n:17]([CH2:41][C:42](=[O:43])[O:44][CH2:45][CH3:46])[c:18](=[O:40])[n:19]([CH2:32][O:33][C:34](=[O:35])[C:36]([CH3:37])([CH3:38])[CH3:39])[c:20](=[O:31])[c:21]3[n:22]2-[c:23]2[c:24]([CH:29]=[CH2:30])[cH:25][cH:26][cH:27][cH:28]2)[CH2:12][CH2:13]1.[CH3:54][OH:55].[CH3:56][CH2:57][O:58][C:59](=[O:60])[CH3:61].[H-:47].[Na+:48].[O:49]1[CH2:50][CH2:51][CH2:52][CH2:53]1>>[C:1]([CH3:2])([CH3:3])([CH3:4])[O:5][C:6](=[O:7])[N:8]1[CH2:9][CH2:10][N:11]([c:14]2[n:15][c:16]3[n:17]([CH2:41][C:42](=[O:43])[O:44][CH2:45][CH3:46])[c:18](=[O:40])[nH:19][c:20](=[O:31])[c:21]3[n:22]2-[c:23]2[c:24]([CH:29]=[CH2:30])[cH:25][cH:26][cH:27][cH:28]2)[CH2:12][CH2:13]1. Starting materials: three, [BH4-].[Na+] (sodium borohydride), [OH-].[Na+] (sodium hydroxide), [OH-].[Na+] (NaOH), [N+](=O)([O-])C1=CC=C(C=C1)C1=CC2=C1C=CC(=C2)C(=O)C2=CC1=C(C(=C1)C1=CC=C(C=C1)[N+](=O)[O-])C=C2 (4-nitrophenyl-4-benzocyclobutenyl ketone), Cl[Sn]Cl (SnCl2). Run at temperature 60 celsius, time 20 minute. Procedure: Into a 250 ml three neck round bottom flask equipped with a magnetic stirring bar, a reflux condensor with a nitrogen inlet and a thermometer and an equilibrating addition funnel is charged 1.0 g (3.95 mmol) of 4-nitrophenyl-4-benzocyclobutenyl ketone, 4.46 g (19.75 mmol) of (SnCl2 9.2H2O) and 100 ml of ethanol. Under a nitrogen atmosphere, the mixture is heated to 60° C. To the mixture, in a slow dropwise manner is added sodium borohydride, 75 mg (1.975 mmol) in 20 ml of ethanol, over a period ... RXN SMILES: [N+:1]([C:4]1[CH:9]=[CH:8][C:7]([C:10]2[C:13]3[CH:14]=[CH:15][C:16]([C:18]([C:20]4[CH:36]=[CH:35][C:23]5[C:24]([C:26]6[CH:31]=[CH:30][C:29]([N+:32]([O-])=O)=[CH:28][CH:27]=6)=[CH:25][C:22]=5[CH:21]=4)=[O:19])=[CH:17][C:12]=3[CH:11]=2)=[CH:6][CH:5]=1)([O-])=O.Cl[Sn]Cl.[BH4-].[Na+].[OH-].[Na+]>C(O)C.O>[NH2:1][C:4]1[CH:9]=[CH:8][C:7]([C:10]2[C:13]3[CH:14]=[CH:15][C:16]([C:18]([C:20]4[CH:36]=[CH:35][C:23]5[C:24]([C:26]6[CH:31]=[CH:30][C:29]([NH2:32])=[CH:28][CH:27]=6)=[CH:25][C:22]=5[CH:21]=4)=[O:19])=[CH:17][C:12]=3[CH:11]=2)=[CH:6][CH:5]=1 |f:2.3,4.5|. Solvent: C(C)O (ethanol), C(C)O (ethanol), O (water). Isolated yield 53.4%. The product is NC1=CC=C(C=C1)C1=CC2=C1C=CC(=C2)C(=O)C2=CC1=C(C(=C1)C1=CC=C(C=C1)N)C=C2 (4-Aminophenyl-4-Benzocyclobutenyl Ketone). Starting materials: OC1=NN(C(C2=CC=CC=C12)=O)C1=CC=C(C=C1)I (4-Hydroxy-2-(4-iodophenyl)-2H-phthalazin-1-one), C1(=CC=CC=C1)B(O)O (phenyl boronic acid), [F-].[K+] (KF). The reagents and catalysts are [Pd] (palladium black). Run in CO (MeOH). Yields the product C1(=CC=C(C=C1)N1C(C2=CC=CC=C2C(=N1)O)=O)C1=CC=CC=C1 (2-Biphenyl-4-yl-4-hydroxy-2H-phtalazin-1-one). Isolated yield 74.2%. Reaction SMILES: [OH:1][C:2]1[C:11]2[C:6](=[CH:7][CH:8]=[CH:9][CH:10]=2)[C:5](=[O:12])[N:4]([C:13]2[CH:18]=[CH:17][C:16](I)=[CH:15][CH:14]=2)[N:3]=1.[C:20]1(B(O)O)[CH:25]=[CH:24][CH:23]=[CH:22][CH:21]=1.[F-].[K+]>CO.[Pd]>[C:16]1([C:20]2[CH:25]=[CH:24][CH:23]=[CH:22][CH:21]=2)[CH:17]=[CH:18][C:13]([N:4]2[N:3]=[C:2]([OH:1])[C:11]3[C:6](=[CH:7][CH:8]=[CH:9][CH:10]=3)[C:5]2=[O:12])=[CH:14][CH:15]=1 |f:2.3|. Reported procedure: 4-Hydroxy-2-(4-iodophenyl)-2H-phthalazin-1-one (0.1 g, 0.3 mmol), phenyl boronic acid (0.04 g, 3 mmol), palladium black (0.02 g, 0.2 mmol) and KF (0.1 g, 18 mmol) were dissolved in MeOH (2 ml) and heated at reflux for 7 h. Removal of supernatant palladium by filtration, extraction with H2O and subsequent filtration of the precipitated solid yielded the desired title compound (0.07 g, 78% yield) as a white solid. 1H-NMR: (400 MHz, D6-DMSO) 11.88 (1H, s), 8.33 (1H, d), 7.89–8.03 (3H, m), 7.78–7.86...